This data is from the Open Reaction Database (ORD), a public repository of structured organic reaction records. The task is: describe an organic reaction: reactants, conditions, products, and yield Reaction SMILES: [Cl:1][C:2]1[N:3]=[N:4][C:5]([NH:8][NH2:9])=[CH:6][CH:7]=1.[F:10][CH:11]([F:15])[C:12](O)=O>>[Cl:1][C:2]1[CH:7]=[CH:6][C:5]2[N:4]([C:12]([CH:11]([F:15])[F:10])=[N:9][N:8]=2)[N:3]=1. The yield is 84.5%. Procedure: A mixture of 3-chloropyridazin-6-yl hydrazine (5.0 g, 34.72 mmol) and difluoroacetic acid (21.93 mL; ca. 347 mmol) was heated at 100° C. for 3 hours and then evaporated to dryness. The involatile residue was dissolved in ethyl acetate (200 mL) and washed sequentially with saturated aqueous sodium carbonate and then saturated brine. The organic phase was dried over MgSO4, filtered, and evaporated to give 6-chloro-3-difluoromethyl-[1,2,4]-triazolo[4,3-b]pyridazine (6.0 g, 84.7%) as a white solid t... Conditions: temperature 100 celsius. Product: ClC=1C=CC=2N(N1)C(=NN2)C(F)F (6-chloro-3-difluoromethyl-[1,2,4]-triazolo[4,3-b]pyridazine). The reactants are ClC=1N=NC(=CC1)NN (3-chloropyridazin-6-yl hydrazine), FC(C(=O)O)F (difluoroacetic acid). The reactants are S(O)(O)(=O)=O (Sulfuric acid), C(C1=CC=CC=C1)N1C[C@@H]2[C@H](C1)C(CC2)=C ((3aS,6aS)-2-benzyl-4-methyleneoctahydrocyclopenta[c]pyrrole), C(C)(=O)O (acetic acid), C(C1=CC=CC=C1)#N (benzonitrile). Reaction conditions: time 8 hour. The product is C(C1=CC=CC=C1)N1C[C@@H]2[C@H](C1)[C@@](CC2)(C)NC(C2=CC=CC=C2)=O (N-[(3aR,4S,6aS)-2-benzyl-4-methyloctahydrocyclopenta[c]pyrrol-4-yl]benzamide). As a reaction SMILES: S(=O)(=O)(O)O.[CH2:6]([N:13]1[CH2:17][C@@H:16]2[C:18](=[CH2:21])[CH2:19][CH2:20][C@@H:15]2[CH2:14]1)[C:7]1[CH:12]=[CH:11][CH:10]=[CH:9][CH:8]=1.C(O)(=[O:24])C.[C:26](#[N:33])[C:27]1[CH:32]=[CH:31][CH:30]=[CH:29][CH:28]=1>>[CH2:6]([N:13]1[CH2:17][C@@H:16]2[C@:18]([NH:33][C:26](=[O:24])[C:27]3[CH:32]=[CH:31][CH:30]=[CH:29][CH:28]=3)([CH3:21])[CH2:19][CH2:20][C@@H:15]2[CH2:14]1)[C:7]1[CH:8]=[CH:9][CH:10]=[CH:11][CH:12]=1. Procedure: Sulfuric acid (1.437 mL, 27.0 mmol) was added to a solution of (3aS,6aS)-2-benzyl-4-methyleneoctahydrocyclopenta[c]pyrrole (0.575 g, 2.70 mmol, Example 1) in acetic acid (1.466 mL, 25.6 mmol) and benzonitrile (1.390 mL, 13.48 mmol) at 0° C. The reaction was stirred at room temperature overnight. The reaction mixture was quenched with ice, extracted with dichloromethane, and then purified by silica gel chromatography using 1-10% methanol (2 N ammonia)/dichloromethane as eluent to give the title c... Starting materials: C(CCCCC)C1=CC=C(C=C1)C1=NC=C(C=N1)C(=O)O (2-(p-n-hexylphenyl)-5-pyrimidinecarboxylic acid), N (ammonia), S(=O)(Cl)Cl (thionyl chloride), C(CCCCC)C1=CC=C(C=C1)C1=NC=C(C=N1)C(=O)Cl (2-(p-n-hexylphenyl)-5-pyrimidinecarboxylic acid chloride). Run in O1CCOCC1 (dioxane), O1CCOCC1 (dioxane). The product is C(CCCCC)C1=CC=C(C=C1)C1=NC=C(C=N1)C(=O)N (2-(p-n-hexylphenyl)-5-pyrimidinecarboxamide). RXN SMILES: [CH2:1]([C:7]1[CH:12]=[CH:11][C:10]([C:13]2[N:18]=[CH:17][C:16]([C:19]([OH:21])=O)=[CH:15][N:14]=2)=[CH:9][CH:8]=1)[CH2:2][CH2:3][CH2:4][CH2:5][CH3:6].S(Cl)(Cl)=O.C(C1C=CC(C2N=CC(C(Cl)=O)=C[N:39]=2)=CC=1)CCCCC.N>O1CCOCC1>[CH2:1]([C:7]1[CH:12]=[CH:11][C:10]([C:13]2[N:18]=[CH:17][C:16]([C:19]([NH2:39])=[O:21])=[CH:15][N:14]=2)=[CH:9][CH:8]=1)[CH2:2][CH2:3][CH2:4][CH2:5][CH3:6]. Procedure: 12.0 G. of 2-(p-n-hexylphenyl)-5-pyrimidinecarboxylic acid are reacted with 80 ml. of thionyl chloride with the exclusion of moisture and worked up in a manner analogous to that described in Example 7. The remaining 2-(p-n-hexylphenyl)-5-pyrimidinecarboxylic acid chloride is dissolved in 120 ml. of abslute dioxane while warming and added with stirring to a solution of 200 ml. of absolute dioxane saturated with ammonia at room temperature and treated further in a manner analogous to that describe... Starting materials: C(C)(C)(C)N1N=C(C=C1CCC)CCC=O (3-(1-tert-butyl-5-propyl-1H-pyrazol-3-yl)propanal), [BH-](OC(=O)C)(OC(=O)C)OC(=O)C.[Na+] (NaBH(OAc)3), CC1=C(C=CC(=C1)C)N1CCNCC1 (1-(2,4-dimethylphenyl)piperazine), CCN(C(C)C)C(C)C (DIPEA). Product: C(C)(C)(C)N1N=C(C=C1CCC)CCCN1CCN(CC1)C1=C(C=C(C=C1)C)C (1-(3-(1-tert-butyl-5-propyl-1H-pyrazol-3-yl)propyl)-4-(2,4-dimethylphenyl)piperazine). RXN SMILES: [C:1]([N:5]1[C:9]([CH2:10][CH2:11][CH3:12])=[CH:8][C:7]([CH2:13][CH2:14][CH:15]=O)=[N:6]1)([CH3:4])([CH3:3])[CH3:2].[CH3:17][C:18]1[CH:23]=[C:22]([CH3:24])[CH:21]=[CH:20][C:19]=1[N:25]1[CH2:30][CH2:29][NH:28][CH2:27][CH2:26]1.CCN(C(C)C)C(C)C.[BH-](OC(C)=O)(OC(C)=O)OC(C)=O.[Na+]>>[C:1]([N:5]1[C:9]([CH2:10][CH2:11][CH3:12])=[CH:8][C:7]([CH2:13][CH2:14][CH2:15][N:28]2[CH2:29][CH2:30][N:25]([C:19]3[CH:20]=[CH:21][C:22]([CH3:24])=[CH:23][C:18]=3[CH3:17])[CH2:26][CH2:27]2)=[N:6]1)([CH3:4])([CH3:3])[CH3:2] |f:3.4|. Procedure details: 96 mg (98%) of target compound was obtained by using a method same as in Example 1 by using 3-(1-tert-butyl-5-propyl-1H-pyrazol-3-yl)propanal (50 mg, 0.225 mmol), 1-(2,4-dimethylphenyl)piperazine (43 mg, 0.225 mmol), DIPEA (0.060 mL, 0338 mmol) and NaBH(OAc)3 (143 mg, 0.675 mmol). Starting materials: O=C(NC1CN(C(C(=O)O)c2cc(Br)c(O)c(Br)c2)C1=O)C(=NO)c1ccc(OCCC(NC(=O)C(F)(F)F)C(=O)O)cc1, Cl, O. The product is NC(CCOc1ccc(C(=NO)C(=O)NC2CN(C(C(=O)O)c3cc(Br)c(O)c(Br)c3)C2=O)cc1)C(=O)O. Reaction SMILES: [C:1](=[O:2])([OH:3])[CH:4]([c:5]1[cH:6][c:7]([Br:13])[c:8]([OH:12])[c:9]([Br:11])[cH:10]1)[N:14]1[C:15](=[O:44])[CH:16]([NH:18][C:19]([C:20](=[N:21][OH:22])[c:23]2[cH:24][cH:25][c:26]([O:29][CH2:30][CH2:31][CH:32]([NH:33][C:34](=[O:35])[C:36]([F:37])([F:38])[F:39])[C:40](=[O:41])[OH:42])[cH:27][cH:28]2)=[O:43])[CH2:17]1.[ClH:45].[OH2:46]>>[C:1](=[O:2])([OH:3])[CH:4]([c:5]1[cH:6][c:7]([Br:13])[c:8]([OH:12])[c:9]([Br:11])[cH:10]1)[N:14]1[C:15](=[O:44])[CH:16]([NH:18][C:19]([C:20](=[N:21][OH:22])[c:23]2[cH:24][cH:25][c:26]([O:29][CH2:30][CH2:31][CH:32]([NH2:33])[C:40](=[O:41])[OH:42])[cH:27][cH:28]2)=[O:43])[CH2:17]1. The reactants are FC1=CC=C(C=C1)C(CC1=CC=NC=C1)(O)O (1-(4-fluorophenyl)-2-(4-pyridyl)ethanediol), C(C(=O)Cl)(=O)Cl (oxalyl chloride). Run in hexanes. Product: FC1=CC=C(C=C1)C(C(=O)C1=CC=NC=C1)=O (1-(4-fluorophenyl)-2-(4-pyridyl)ethanedione). Reaction SMILES: [F:1][C:2]1[CH:7]=[CH:6][C:5]([C:8]([OH:17])(O)[CH2:9][C:10]2[CH:15]=[CH:14][N:13]=[CH:12][CH:11]=2)=[CH:4][CH:3]=1.C(Cl)(=O)C(Cl)=[O:20]>>[F:1][C:2]1[CH:7]=[CH:6][C:5]([C:8](=[O:17])[C:9]([C:10]2[CH:15]=[CH:14][N:13]=[CH:12][CH:11]=2)=[O:20])=[CH:4][CH:3]=1. Reported procedure: Oxidation of 1-(4-fluorophenyl)-2-(4-pyridyl)ethanediol according to the oxalyl chloride method of Swern [J. Org. Chem., 44, p 4148, 1979)] gave the titled dione following extractive workup and recyrstallization from hexanes m.p. 85-86.5° C. Reactants: C(C)(=O)Cl (acetyl chloride), CO (methanol), CC(=O)C (acetone), CON=C1C(OC2=C1C=CC=C2)=NO (benzofuran-2,3-dione 3-(O-methyl-oxime) 2-oxime). Solvent: O (water). Run at time 12 hour. Yields the product OC1=C(C=CC=C1)C(C(=O)OC)=NOC (Methyl 2-(2-Hydroxyphenyl)-2-methoxyimino-acetate). RXN SMILES: [C:1](Cl)(=[O:3])C.CO.CC(C)=[O:9].[CH3:11][O:12][N:13]=[C:14]1[C:18]2[CH:19]=[CH:20][CH:21]=[CH:22][C:17]=2[O:16][C:15]1=NO>O>[OH:16][C:17]1[CH:22]=[CH:21][CH:20]=[CH:19][C:18]=1[C:14](=[N:13][O:12][CH3:11])[C:15]([O:3][CH3:1])=[O:9]. Procedure details: 10.5 g of acetyl chloride (0.133 mol) are added dropwise to a mixture of 100 ml of methanol and 100 ml of acetone. 10 g (0.052 mol) of benzofuran-2,3-dione 3-(O-methyl-oxime) 2-oxime are dissolved in this mixture, and the reaction mixture is then stirred at room temperature for 12 hours. The mixture is poured into water and the product is extracted with ethyl acetate. The organic phase is washed with aqueous sodium bicarbonate solution and dried over sodium sulphate, and the solvent is distilled... Starting materials: NC1=CC(=C(C(=O)NC2CCN(CC2)CC2CCNCC2)C=C1Cl)OC (4-amino-5-chloro-2-methoxy-N-[1-(4-piperidinylmethyl)-4-piperidinyl]benzamide), C[Si](C)(C)N=C=O (trimethylsilyl isocyanate). Run in C(Cl)Cl (methylene chloride). Conditions: time 15 hour. Yields the product NC1=CC(=C(C(=O)NC2CCN(CC2)CC2CCN(CC2)C(N)=O)C=C1Cl)OC (4-amino-5-chloro-N-[1-(1-carbamoyl-4-piperidinylmethyl)-4-piperidinyl]-2-methoxybenzamide). Yield: 66.4%. RXN SMILES: [NH2:1][C:2]1[C:23]([Cl:24])=[CH:22][C:5]([C:6]([NH:8][CH:9]2[CH2:14][CH2:13][N:12]([CH2:15][CH:16]3[CH2:21][CH2:20][NH:19][CH2:18][CH2:17]3)[CH2:11][CH2:10]2)=[O:7])=[C:4]([O:25][CH3:26])[CH:3]=1.C[Si]([N:31]=[C:32]=[O:33])(C)C>C(Cl)Cl>[NH2:1][C:2]1[C:23]([Cl:24])=[CH:22][C:5]([C:6]([NH:8][CH:9]2[CH2:14][CH2:13][N:12]([CH2:15][CH:16]3[CH2:17][CH2:18][N:19]([C:32](=[O:33])[NH2:31])[CH2:20][CH2:21]3)[CH2:11][CH2:10]2)=[O:7])=[C:4]([O:25][CH3:26])[CH:3]=1. Reported procedure: To a solution of 4-amino-5-chloro-2-methoxy-N-[1-(4-piperidinylmethyl)-4-piperidinyl]benzamide (610 mg) in methylene chloride (30 ml) is added trimethylsilyl isocyanate (180 mg) under ice-cooling, and the mixture is stirred at room temperature for 15 hours. The reaction mixture is washed with water and a saturated aqueous sodium chloride solution, dried over anhydrous magnesium sulfate, and the solvent is evaporated under reduced pressure. The residue is purified by basic silica gel column chrom...